From a dataset of the Open Reaction Database (ORD), a public repository of structured organic reaction records. describe an organic reaction: reactants, conditions, products, and yield Starting materials: CCc1ccc(Nc2nc3cc([N+](=O)[O-])ccc3o2)cc1, CO, [H][H]. Yields the product CCc1ccc(Nc2nc3cc(N)ccc3o2)cc1. RXN SMILES: [CH2:1]([CH3:2])[c:3]1[cH:4][cH:5][c:6]([NH:9][c:10]2[o:11][c:12]3[c:13]([n:14]2)[cH:15][c:16]([N+:19]([O-:20])=[O:21])[cH:17][cH:18]3)[cH:7][cH:8]1.[CH3:24][OH:25].[H:22][H:23]>>[CH2:1]([CH3:2])[c:3]1[cH:4][cH:5][c:6]([NH:9][c:10]2[o:11][c:12]3[c:13]([n:14]2)[cH:15][c:16]([NH2:19])[cH:17][cH:18]3)[cH:7][cH:8]1. Starting materials: C(C)(C)(C)OC(NCC(CC1=CC=C(C=C1)OCCOC1=C(C=C(C=C1Cl)C)Cl)C1=C(C=C(C=C1)C1=C(C=CC=C1)CCC#N)C)=O (tert-butyl(2-[2′-(2-cyanoethyl)-3-methylbiphenyl-4-yl]-3-{4-[2-(2,6-dichloro-4-methylphenoxy)ethoxy]phenyl}propyl)carbamate), I[Si](C)(C)C (iodo trimethylsilane). Solvent: C(=O)(O)[O-].[Na+] (NaHCO3), C(C)#N (acetonitrile). Reaction conditions: time 10 minute. The product is NCC(CC1=CC=C(C=C1)OCCOC1=C(C=C(C=C1Cl)C)Cl)C1=C(C=C(C=C1)C1=C(C=CC=C1)CCC#N)C (3-[4′-(2-amino-1-{4-[2-(2,6-dichloro-4-methylphenoxy)ethoxy]benzyl}ethyl)-3′-methylbiphenyl-2-yl]propanenitrile). As a reaction SMILES: C(OC(=O)[NH:7][CH2:8][CH:9]([C:30]1[CH:35]=[CH:34][C:33]([C:36]2[CH:41]=[CH:40][CH:39]=[CH:38][C:37]=2[CH2:42][CH2:43][C:44]#[N:45])=[CH:32][C:31]=1[CH3:46])[CH2:10][C:11]1[CH:16]=[CH:15][C:14]([O:17][CH2:18][CH2:19][O:20][C:21]2[C:26]([Cl:27])=[CH:25][C:24]([CH3:28])=[CH:23][C:22]=2[Cl:29])=[CH:13][CH:12]=1)(C)(C)C.I[Si](C)(C)C>C(#N)C.C([O-])(O)=O.[Na+]>[NH2:7][CH2:8][CH:9]([C:30]1[CH:35]=[CH:34][C:33]([C:36]2[CH:41]=[CH:40][CH:39]=[CH:38][C:37]=2[CH2:42][CH2:43][C:44]#[N:45])=[CH:32][C:31]=1[CH3:46])[CH2:10][C:11]1[CH:12]=[CH:13][C:14]([O:17][CH2:18][CH2:19][O:20][C:21]2[C:26]([Cl:27])=[CH:25][C:24]([CH3:28])=[CH:23][C:22]=2[Cl:29])=[CH:15][CH:16]=1 |f:3.4|. Procedure details: To a solution of tert-butyl(2-[2′42-cyanoethyl)-3-methylbiphenyl-4-yl]-3-{4-[2-(2,6-dichloro-4-methylphenoxy)ethoxy]phenyl}propyl)carbamate from step 1 (1 eq.) in acetonitrile (0.05M) at room temperature was added iodo trimethylsilane (2 eq.). The reaction mixture was stirred for 10 min at room temperature poured in saturated aqueous NaHCO3 and extracted with EtOAc. The organic extract was washed with brine, dried over Na2SO4, filtered and concentrated. Purification by column chromatography on s... Reactants: dibromide, C(C1=CC=CC=C1)(C1=CC=CC=C1)N (benzhydrylamine), C([O-])([O-])=O.[K+].[K+] (potassium carbonate). Run in C(C)O (ethanol). Product: C1(=CC=CC=C1)C(N1C(CC1)C(=O)OCC1=CC=CC=C1)C1=CC=CC=C1 (benzyl N-diphenylmethylazetidine-2-carboxylate). The yield is 52.0%. Reaction SMILES: [CH:1]([NH2:14])([C:8]1[CH:13]=[CH:12][CH:11]=[CH:10][CH:9]=1)[C:2]1[CH:7]=[CH:6][CH:5]=[CH:4][CH:3]=1.[C:15](=[O:18])([O-])[O-:16].[K+].[K+]>C(O)C>[C:2]1([CH:1]([C:8]2[CH:9]=[CH:10][CH:11]=[CH:12][CH:13]=2)[N:14]2[CH2:13][CH2:8][CH:9]2[C:15]([O:16][CH2:1][C:2]2[CH:7]=[CH:6][CH:5]=[CH:4][CH:3]=2)=[O:18])[CH:7]=[CH:6][CH:5]=[CH:4][CH:3]=1 |f:1.2.3|. Reported procedure: An alternative to the procedures of Examples 1b-1c, (R)-1-t-butyloxycarbonyl-2-azetidinemethanol was prepared from γ-butyrolactone according to the procedure of Rodebaugh, R. M. and Cromwell, N. H., (J. Heterocyclic Chem., 1969, 435). In this literature procedure, γ-butyrolactone was treated with bromine and catalytic phosphorus tribromide, then subsequently with benzyl alcohol and gaseous hydrogen chloride to afford benzyl α,γ-dibromobutyrate in 62% yield. This dibromide in ethanol was treated ... The reactants are C(=O)C=1C=C(C=CC1OC)B(O)O ((3-formyl-4-methoxyphenyl)-boronic acid), BrC=1C=NC=CC1 (3-bromopyridine). The product is COC1=C(C=O)C=C(C=C1)C=1C=NC=CC1 (2-Methoxy-5-(pyridin-3-yl)benzaldehyde). As a reaction SMILES: [CH:1]([C:3]1[CH:4]=[C:5](B(O)O)[CH:6]=[CH:7][C:8]=1[O:9][CH3:10])=[O:2].Br[C:15]1[CH:16]=[N:17][CH:18]=[CH:19][CH:20]=1>>[CH3:10][O:9][C:8]1[CH:7]=[CH:6][C:5]([C:15]2[CH:16]=[N:17][CH:18]=[CH:19][CH:20]=2)=[CH:4][C:3]=1[CH:1]=[O:2]. Procedure details: The title compound was prepared by employing the method described in Example 111, Step A with (3-formyl-4-methoxyphenyl)-boronic acid and the commercially available 3-bromopyridine. NMR (400 MHz, CDCl3): δ 10.53 (s, 1H), 8.89 (d, 1H, J=2 Hz), 8.63 (dd, 1H, J=5,1 Hz), 8.10 (dt, 1H, J=8,2 Hz), 8.09 (d, 1H, J=2 Hz), 7.83 (dd, 1H, J=9,2 Hz), 7.56 (dd, 1H, J=8,5 Hz), 7.17 (d, 1H, J=9 Hz), 4.02 (s, 3H). Mass spectrum (NH3 /CI): 214 (M+1). Starting materials: compound 4, BrC1=CC(=C(C(=O)NCCCC)C=C1)F (4-Bromo-N-butyl-2-fluorobenzamide), NC(C(=O)O)(C)C (2-aminoisobutyric acid), TEA, C(=O)([O-])[O-].[K+].[K+] (K2CO3), C(CC(O)(C(=O)O)CC(=O)O)(=O)O (citric acid), C(C)(=O)C1C(CCCC1)=O (2-Acetylcyclohexanone). Reagents/catalysts: [Cu]I (CuI). Solvent: O (water), CN(C)C=O (DMF). Run at temperature 100 celsius. Yields the product C(CCC)NC(=O)C1=C(C=C(C=C1)NC(C(=O)O)(C)C)F (2-(4-(butylcarbamoyl)-3-fluorophenylamino)-2-methylpropanoic acid). Isolated yield 94.3%. As a reaction SMILES: Br[C:2]1[CH:14]=[CH:13][C:5]([C:6]([NH:8][CH2:9][CH2:10][CH2:11][CH3:12])=[O:7])=[C:4]([F:15])[CH:3]=1.[NH2:16][C:17]([CH3:22])([CH3:21])[C:18]([OH:20])=[O:19].C([O-])([O-])=O.[K+].[K+].C(C1CCCCC1=O)(=O)C.C(O)(=O)CC(CC(O)=O)(C(O)=O)O>CN(C=O)C.[Cu]I.O>[CH2:9]([NH:8][C:6]([C:5]1[CH:13]=[CH:14][C:2]([NH:16][C:17]([CH3:22])([CH3:21])[C:18]([OH:20])=[O:19])=[CH:3][C:4]=1[F:15])=[O:7])[CH2:10][CH2:11][CH3:12] |f:2.3.4|. Procedure: The title compound, made in accordance with General Method 3, may be used to prepare compound 4 in accordance with General Method 1. 4-Bromo-N-butyl-2-fluorobenzamide (950 mg, 3.22 mmol), 2-aminoisobutyric acid (450 mg, 4.36 mmol), CuI (100 mg, 0.5 mmol), TEA (0.1 mL) and K2CO3 (1.0 g, 7.2 mmol) were charged in DMF (8 mL) and water (2 mL) and stirred at RT for 5 min. 2-Acetylcyclohexanone (100 mg, 0.7 mmol) was added and the reaction mixture was heated at 100° C. for 18 h. The reaction mixture w... Reactants: O=C=NC1CC(CN=C=O)(CC(C1)(C)C)C (isophorone diisocyanate), C(C=C)(=O)OCCO (hydroxyethyl acrylate), C(C=C)(=O)O (acrylic acid), bisphenol A epoxy resin. Run at temperature 70 celsius, time 8 hour. Product: C(C=C)(=O)O.NC(=O)OCC (urethane acrylate), oligomer ( A1 ). Reaction SMILES: O=C=[N:3]C1CC(C)(C)CC(C)(CN=C=O)C1.[C:17]([O:21][CH2:22][CH2:23]O)(=[O:20])[CH:18]=[CH2:19].C(O)(=O)C=C>>[C:17]([OH:21])(=[O:20])[CH:18]=[CH2:19].[NH2:3][C:17]([O:21][CH2:22][CH3:23])=[O:20] |f:3.4|. Reported procedure: In a flask equipped with a stirrer, a thermometer and a reflux condenser, 222 parts of isophorone diisocyanate was charged. After heating to 70° C. while stirring, 116 parts of hydroxyethyl acrylate was added dropwise over one hour and reacted to obtain an intermediate. Then, in a flask equipped with a stirrer, a thermometer and a reflux condenser, 144 parts of acrylic acid was added to 376 parts of a bisphenol A epoxy resin (epoxy equivalent: 118 g/eq) and the reaction was conducted at 100° C. ...